From a dataset of the Open Reaction Database (ORD), a public repository of structured organic reaction records. describe an organic reaction: reactants, conditions, products, and yield Reactants: COC1=CC=C(C=C1)C2=COC3=CC(=C(C=C3C2=O)O)O (texasin), COC1=CC=C(C=C1)C2=COC3=CC(=C(C=C3C2=O)O)O (texasin), 6,7-dihydroxy-3-(4-methoxyphenyl)chromanon-4. Reagents/catalysts: [Pd] (palladium/charcoal), S(O)(O)(=O)=O (sulfuric acid). Procedure details: Fifteen grams of texasin (6,7-dihydroxy-3-(methoxyphenyl)chromone) were dissolved and partially suspended in 500 ml of ethanol and hydrogenated at normal pressure and room temperature using 10% palladium/charcoal as a catalyst under addition of 20 drops of concentrated sulfuric acid. The catalytic hydrogenation is continued until neither texasin nor any of the 6,7-dihydroxy-3-(4-methoxyphenyl)chromanon-4 was detected by thin layer chromatography. The further purification was identical to that de... As a reaction SMILES: [CH3:1][O:2][C:3]1[CH:8]=[CH:7][C:6]([C:9]2[C:18](=O)[C:17]3[C:12](=[CH:13][C:14]([OH:21])=[C:15]([OH:20])[CH:16]=3)[O:11][CH:10]=2)=[CH:5][CH:4]=1>C(O)C.[Pd].S(=O)(=O)(O)O>[OH:20][C:15]1[CH:16]=[C:17]2[C:12](=[CH:13][C:14]=1[OH:21])[O:11][CH2:10][CH:9]([C:6]1[CH:7]=[CH:8][C:3]([O:2][CH3:1])=[CH:4][CH:5]=1)[CH2:18]2. The product is OC=1C=C2CC(COC2=CC1O)C1=CC=C(C=C1)OC (6,7-dihydroxy-3-(4-methoxyphenyl)chroman). Solvent: C(C)O (ethanol). The reactants are CCCCNC(=O)NS(=O)(=O)c1ccc(N2CCC(=O)CC2)cc1, CS(=O)(=O)Nc1cc(C(O)CN)ccc1O. The product is CCCCNC(=O)NS(=O)(=O)c1ccc(N2CCC(NCC(O)c3ccc(O)c(NS(C)(=O)=O)c3)CC2)cc1. RXN SMILES: [CH2:1]([CH2:2][CH2:3][CH3:4])[NH:5][C:6](=[O:7])[NH:8][S:9](=[O:10])(=[O:11])[c:12]1[cH:13][cH:14][c:15]([N:18]2[CH2:19][CH2:20][C:21](=[O:24])[CH2:22][CH2:23]2)[cH:16][cH:17]1.[NH2:25][CH2:26][CH:27]([OH:28])[c:29]1[cH:30][cH:31][c:32]([OH:40])[c:33]([NH:35][S:36](=[O:37])(=[O:38])[CH3:39])[cH:34]1>>[CH2:1]([CH2:2][CH2:3][CH3:4])[NH:5][C:6](=[O:7])[NH:8][S:9](=[O:10])(=[O:11])[c:12]1[cH:13][cH:14][c:15]([N:18]2[CH2:19][CH2:20][CH:21]([NH:25][CH2:26][CH:27]([OH:28])[c:29]3[cH:30][cH:31][c:32]([OH:40])[c:33]([NH:35][S:36](=[O:37])(=[O:38])[CH3:39])[cH:34]3)[CH2:22][CH2:23]2)[cH:16][cH:17]1. RXN SMILES: [NH2:1][C:2]1[C:11]2[N:12]=[C:13]3[CH2:18][O:17][CH2:16][C@H:15]([CH2:19][CH2:20][CH2:21][NH:22][S:23]([CH3:26])(=[O:25])=[O:24])[N:14]3[C:10]=2[C:9]2[C:4](=[CH:5][CH:6]=[CH:7][CH:8]=2)[N:3]=1>FC(F)(F)C(O)=O.[Pt]=O>[NH2:1][C:2]1[C:11]2[N:12]=[C:13]3[CH2:18][O:17][CH2:16][C@H:15]([CH2:19][CH2:20][CH2:21][NH:22][S:23]([CH3:26])(=[O:25])=[O:24])[N:14]3[C:10]=2[C:9]2[CH2:8][CH2:7][CH2:6][CH2:5][C:4]=2[N:3]=1. Procedure: N-{3-[(11S)-6-Amino-10,11-dihydro-8H-[1,4]oxazino[4′,3′:1,2]imidazo[4,5-c]quinolin-11-yl]propyl}methanesulfonamide (254 mg, 0.667 mmol) was dissolved in about 3 mL of trifluoroacetic acid and the solution was placed in a pressure bottle. Platinum oxide (154 mg) was then added and the reaction mixture was shaken under H2 at 50 PSI (3.4×105 Pa). After 24 hours, the reaction mixture was filtered through a pad of CELITE filter agent. The pad was rinsed with a mixture of 2-propanol and CH2Cl2 and the... Starting materials: NC1=NC2=CC=CC=C2C2=C1N=C1N2[C@H](COC1)CCCNS(=O)(=O)C (N-{3-[(11S)-6-Amino-10,11-dihydro-8H-[1,4]oxazino[4′,3′:1,2]imidazo[4,5-c]quinolin-11-yl]propyl}methanesulfonamide). Isolated yield 33.6%. The product is NC1=NC=2CCCCC2C2=C1N=C1N2[C@H](COC1)CCCNS(=O)(=O)C (N-{3-[(11S)-6-amino-2,3,4,8,10,11-hexahydro-1H-[1,4]oxazino[4′,3′:1,2]imidazo[4,5-c]quinolin-11-yl]propyl}methanesulfonamide). The reagents and catalysts are [Pt]=O (Platinum oxide). Conditions: time 24 hour. Solvent: FC(C(=O)O)(F)F (trifluoroacetic acid). Starting materials: NC=1SC=C(N1)CC(=O)OCC (ethyl 2-amino-4-thiazolylacetate), C1=C(C=CC2=CC=CC=C12)S(=O)(=O)Cl (2-naphthalenesulfonyl chloride). Yields the product C1=C(C=CC2=CC=CC=C12)S(=O)(=O)NC=1SC=C(N1)CC(=O)OCC (Ethyl {2-[(2-naphthylsulfonyl)amino]-1,3-thiazol-4-yl}acetate), solid. As a reaction SMILES: [NH2:1][C:2]1[S:3][CH:4]=[C:5]([CH2:7][C:8]([O:10][CH2:11][CH3:12])=[O:9])[N:6]=1.[CH:13]1[C:22]2[C:17](=[CH:18][CH:19]=[CH:20][CH:21]=2)[CH:16]=[CH:15][C:14]=1[S:23](Cl)(=[O:25])=[O:24]>>[CH:13]1[C:22]2[C:17](=[CH:18][CH:19]=[CH:20][CH:21]=2)[CH:16]=[CH:15][C:14]=1[S:23]([NH:1][C:2]1[S:3][CH:4]=[C:5]([CH2:7][C:8]([O:10][CH2:11][CH3:12])=[O:9])[N:6]=1)(=[O:24])=[O:25]. Reported procedure: The title compound was prepared from ethyl 2-amino-4-thiazolylacetate and 2-naphthalenesulfonyl chloride as described in the synthetic METHOD B to give a white solid (41.2 mg) with purity >90%. LCMS (pos) m/z 377.2. Reactants: CCCCC(COS(C)(=O)=O)CC1CCCCC1, N#C[Na], CN(C)C=O, O. Yields the product CCCCC(CC#N)CC1CCCCC1. Reaction SMILES: [CH3:1][S:2]([O:3][CH2:6][CH:7]([CH2:8][CH2:9][CH2:10][CH3:11])[CH2:12][CH:13]1[CH2:14][CH2:15][CH2:16][CH2:17][CH2:18]1)(=[O:4])=[O:5].[Na:19][C:20]#[N:21].[O:23]=[CH:24][N:25]([CH3:26])[CH3:27].[OH2:22]>>[CH2:6]([CH:7]([CH2:8][CH2:9][CH2:10][CH3:11])[CH2:12][CH:13]1[CH2:14][CH2:15][CH2:16][CH2:17][CH2:18]1)[C:20]#[N:21]. The reactants are IC (iodomethane), compound 1-3, CS(=O)(OC)=S (methyl methanethiosulfonate), BrC=1N(N=C2N(CCCC21)C2=C(C=C(C=C2C)C)Cl)C (3-Bromo-7-(2-chloro-4,6-dimethylphenyl)-2-methyl-4,5,6,7-tetrahydro-2H-pyrazolo[3,4-b]pyridine). Product: CN1N=C2N(CCCC2=C1SC)C1=C(C=C(C=C1C)C)C (2-Methyl-3-methylsulfanyl-7-(2,4,6-trimethyl-phenyl)-4,5,6,7-tetrahydro-2H-pyrazolo[3,4-b]pyridine). The yield is 48.0%. Reaction SMILES: I[CH3:2].[CH3:3][S:4](=S)(OC)=O.Br[C:10]1[N:11]([CH3:28])[N:12]=[C:13]2[C:18]=1[CH2:17][CH2:16][CH2:15][N:14]2[C:19]1[C:24]([CH3:25])=[CH:23][C:22]([CH3:26])=[CH:21][C:20]=1Cl>>[CH3:28][N:11]1[C:10]([S:4][CH3:3])=[C:18]2[C:13]([N:14]([C:19]3[C:24]([CH3:25])=[CH:23][C:22]([CH3:26])=[CH:21][C:20]=3[CH3:2])[CH2:15][CH2:16][CH2:17]2)=[N:12]1. Reported procedure: 2-Methyl-3-methylsulfanyl-7-(2,4,6-trimethyl-phenyl)-4,5,6,7-tetrahydro-2H-pyrazolo[3,4-b]pyridine (2-20) was prepared according to Example 5 except iodomethane was replaced with methyl methanethiosulfonate (A. I. Meyers and M. A. Sturgess, Tetrahedron Lett. 1988 29:5339) as the electrophile and compound 1-1 was replaced with compound 1-3 to afford 2-20 as a white solid (48% theory; mp=90.3-91.7° C.). The reactants are FC1=CC=C(C=C1)N1N=CC2=C1C=C1CCN(C[C@]1(C2)CO)S(=O)(=O)C=2C=NC(=CC2)N2CCOCC2 ([(R)-1-(4-fluorophenyl)-6-[[6-(4-morpholinyl)-3-pyridinyl]sulfonyl]-1,4,7,8-tetrahydro-1,2,6-triazacyclopenta[b]naphthalen-4a-yl]methanol), FS(=O)(=O)C(C(=O)O)(F)F (2-(fluorosulfonyl)difluoroacetic acid). Reagents/catalysts: [Cu](I)I (copper iodide). The solvent is C(C)#N (acetonitrile). Conditions: temperature 50 celsius. Yields the product FC(OC[C@@]12CC3=C(C=C2CCN(C1)S(=O)(=O)C=1C=NC(=CC1)N1CCOCC1)N(N=C3)C3=CC=C(C=C3)F)F ((R)-4a-Difluoromethoxymethyl-1-(4-fluorophenyl)-6-(6-morpholin-4-yl-pyridine-3-sulfonyl)-4,4a,5,6,7,8-hexahydro-1H-1,2,6-triazacyclopenta[b]naphthalene). Reaction SMILES: [F:1][C:2]1[CH:7]=[CH:6][C:5]([N:8]2[C:12]3[CH:13]=[C:14]4[C@:19]([CH2:21][OH:22])([CH2:20][C:11]=3[CH:10]=[N:9]2)[CH2:18][N:17]([S:23]([C:26]2[CH:27]=[N:28][C:29]([N:32]3[CH2:37][CH2:36][O:35][CH2:34][CH2:33]3)=[CH:30][CH:31]=2)(=[O:25])=[O:24])[CH2:16][CH2:15]4)=[CH:4][CH:3]=1.FS([C:42]([F:47])([F:46])C(O)=O)(=O)=O>[Cu](I)I.C(#N)C>[F:46][CH:42]([F:47])[O:22][CH2:21][C@@:19]12[CH2:18][N:17]([S:23]([C:26]3[CH:27]=[N:28][C:29]([N:32]4[CH2:37][CH2:36][O:35][CH2:34][CH2:33]4)=[CH:30][CH:31]=3)(=[O:24])=[O:25])[CH2:16][CH2:15][C:14]1=[CH:13][C:12]1[N:8]([C:5]3[CH:6]=[CH:7][C:2]([F:1])=[CH:3][CH:4]=3)[N:9]=[CH:10][C:11]=1[CH2:20]2. Procedure details: A mixture of [(R)-1-(4-fluorophenyl)-6-[[6-(4-morpholinyl)-3-pyridinyl]sulfonyl]-1,4,7,8-tetrahydro-1,2,6-triazacyclopenta[b]naphthalen-4a-yl]methanol (0.21 g), copper iodide (0.0080 g) and acetonitrile under argon was treated with 2-(fluorosulfonyl)difluoroacetic acid (0.062 mL), and the resulting mixture was heated at 50° C. for 30 hours. The mixture was cooled to room temperature, partitioned between water and ethyl acetate and the aqueous phase extracted with ethyl acetate. The combined orga... The reactants are COC=1C(C(CC(C1)(C)C)C(C(=O)OCC)=O)=O (ethyl (3-methoxy-5,5-dimethyl-2-oxocyclohex-3-en-1-yl)(oxo)acetate), CNN (methyl hydrazine). Run in C(C)(=O)O (acetic acid), O (water), C(C)(=O)O (acetic acid). Run at time 24 hour. Product: CN1N=C(C=2CC(CC(C12)=O)(C)C)C(=O)OCC (Ethyl 1,5,5-trimethyl-7-oxo-4,5,6,7-tetrahydro-1H-indazole-3-carboxylate). Yield: 67.5%. As a reaction SMILES: C[O:2][C:3]1[C:4](=O)[CH:5]([C:11](=O)[C:12]([O:14][CH2:15][CH3:16])=[O:13])[CH2:6][C:7]([CH3:10])([CH3:9])[CH:8]=1.[CH3:19][NH:20][NH2:21]>C(O)(=O)C.O>[CH3:19][N:20]1[C:4]2[C:3](=[O:2])[CH2:8][C:7]([CH3:10])([CH3:9])[CH2:6][C:5]=2[C:11]([C:12]([O:14][CH2:15][CH3:16])=[O:13])=[N:21]1. Procedure: A solution of ethyl (3-methoxy-5,5-dimethyl-2-oxocyclohex-3-en-1-yl)(oxo)acetate (15.50 g, 0.061 mol) in acetic acid (100 mL) was treated dropwise with a solution of methyl hydrazine (3.49 mL, 0.066 mol) dissolved in acetic acid (50 mL). After 24 hours at room temperature, the reaction mixture was diluted with water (2 L) under vigorous stirring. The resulting precipitate was filtered and washed with water to obtain the title compound (10.30 g, 67.6% yield) as a yellow solid.